This data is from the Open Reaction Database (ORD), a public repository of structured organic reaction records. The task is: describe an organic reaction: reactants, conditions, products, and yield Product: CNc1cccc2[nH]cc(C(=O)Nc3cc(O)c(C(C)(C)C)cc3C(C)(C)C)c(=O)c12. Reactants: C=O, CC(C)(C)c1cc(C(C)(C)C)c(NC(=O)c2c[nH]c3cccc(N)c3c2=O)cc1O. RXN SMILES: [CH2:31]=[O:32].[NH2:1][c:2]1[c:3]2[c:4](=[O:30])[c:5]([C:12](=[O:13])[NH:14][c:15]3[c:16]([C:26]([CH3:27])([CH3:28])[CH3:29])[cH:17][c:18]([C:22]([CH3:23])([CH3:24])[CH3:25])[c:19]([OH:21])[cH:20]3)[cH:6][nH:7][c:8]2[cH:9][cH:10][cH:11]1>>[NH:1]([c:2]1[c:3]2[c:4](=[O:30])[c:5]([C:12](=[O:13])[NH:14][c:15]3[c:16]([C:26]([CH3:27])([CH3:28])[CH3:29])[cH:17][c:18]([C:22]([CH3:23])([CH3:24])[CH3:25])[c:19]([OH:21])[cH:20]3)[cH:6][nH:7][c:8]2[cH:9][cH:10][cH:11]1)[CH3:31]. Isolated yield 56.8%. Procedure: Reaction of 5-(5,6,7,8-tetrahydro-naphthalen-2-yl)-1-(2-trimethylsilanyl ethoxymethyl)-1H-imidazole (268 mg, 0.82 mmol), 2.5 M n-BuLi (424 uL, 1.06 mmol), and DMF (253 uL, 3.27 mmol) for 2 h at −40° C. followed by column chromatography on silica gel (EtOAc/hexane 9:1) gave the title compound (166 mg, 57%) as a yellow oil. 1H NMR (300 MHz, CDCl3) δ 0.00 (s, 9H), 0.94 (t, 2H, J=7.5 Hz), 1.80–1.85 (m, 4H), 2.80–2.83 (m, 4H), 3.60 (t, 2H, J=9.0 Hz), 5.81 (s, 2H), 7.13 (d, 1H, J=6.0 Hz), 7.51 (d, 1H,... Reaction SMILES: [CH:1]1[C:10]2[CH2:9][CH2:8][CH2:7][CH2:6][C:5]=2[CH:4]=[CH:3][C:2]=1[C:11]1[N:15]([CH2:16][O:17][CH2:18][CH2:19][Si:20]([CH3:23])([CH3:22])[CH3:21])[CH:14]=[N:13][CH:12]=1.[Li]CCCC.CN([CH:32]=[O:33])C>>[CH:1]1[C:10]2[CH2:9][CH2:8][CH2:7][CH2:6][C:5]=2[CH:4]=[CH:3][C:2]=1[C:11]1[N:15]([CH2:16][O:17][CH2:18][CH2:19][Si:20]([CH3:23])([CH3:22])[CH3:21])[C:14]([CH:32]=[O:33])=[N:13][CH:12]=1. Product: C1=C(C=CC=2CCCCC12)C1=CN=C(N1COCC[Si](C)(C)C)C=O (5-(5,6,7,8-Tetrahydro-naphthalen-2-yl)-1-(2-trimethylsilanyl-ethoxymethyl)-1H-imidazole-2-carbaldehyde). The reactants are C1=C(C=CC=2CCCCC12)C1=CN=CN1COCC[Si](C)(C)C (5-(5,6,7,8-tetrahydro-naphthalen-2-yl)-1-(2-trimethylsilanyl ethoxymethyl)-1H-imidazole), [Li]CCCC (n-BuLi), CN(C)C=O (DMF). Reactants: ClC1=C(C(=NN1C1=C(C=C(C=C1Cl)C(F)(F)F)Cl)C#N)C=O (5-chloro-3-cyano-1-(2,6-dichloro-4-trifluoromethylphenyl)4-formylpyrazole), C1(=CC=CC=C1)P(C1=CC=CC=C1)C1=CC=CC=C1 (triphenylphosphine), C(Br)(Br)(Br)Br (carbon tetrabromide). The solvent is ClCCl (dichloromethane), ClCCl (dichloromethane), ClCCl (dichloromethane). Conditions: time 8 hour. Product: ClC1=C(C(=NN1C1=C(C=C(C=C1Cl)C(F)(F)F)Cl)C#N)C=C(Br)Br (5-Chloro-3-cyano-1-(2,6-dichloro-4-trifluoromethylphenyl)4-(2,2-dibromoethenyl)pyrazole). RXN SMILES: C1(P(C2C=CC=CC=2)C2C=CC=CC=2)C=CC=CC=1.[C:20]([Br:24])(Br)(Br)[Br:21].[Cl:25][C:26]1[N:30]([C:31]2[C:36]([Cl:37])=[CH:35][C:34]([C:38]([F:41])([F:40])[F:39])=[CH:33][C:32]=2[Cl:42])[N:29]=[C:28]([C:43]#[N:44])[C:27]=1[CH:45]=O>ClCCl>[Cl:25][C:26]1[N:30]([C:31]2[C:32]([Cl:42])=[CH:33][C:34]([C:38]([F:40])([F:39])[F:41])=[CH:35][C:36]=2[Cl:37])[N:29]=[C:28]([C:43]#[N:44])[C:27]=1[CH:45]=[C:20]([Br:24])[Br:21]. Procedure: To a stirred solution of triphenylphosphine (0.709 g) in dry dichloromethane (2 ml) at 0° C. under an atmosphere of dry nitrogen was added carbon tetrabromide (0.358 g) in dry dichloromethane (2 ml) followed by 5-chloro-3-cyano-1-(2,6-dichloro-4-trifluoromethylphenyl)4-formylpyrazole (0.2 g) in dry dichloromethane (3 ml). The mixture was allowed to warm to room temperature and stirring continued overnight. The reaction mixture was washed with water. The aqueous layer was twice extracted with dic... As a reaction SMILES: [F:1][C:2]([CH2:3][S:4][c:5]1[c:6]([C:10](=[O:11])[O:12][CH2:13][CH3:14])[n:7][n:8][nH:9]1)([F:15])[F:16].[Na+:18].[OH-:17]>>[F:1][C:2]([CH2:3][S:4][c:5]1[c:6]([C:10](=[O:11])[OH:12])[n:7][n:8][nH:9]1)([F:15])[F:16]. Reactants: CCOC(=O)c1nn[nH]c1SCC(F)(F)F, [Na+], [OH-]. Product: O=C(O)c1nn[nH]c1SCC(F)(F)F. Reactants: [BH4-], CO, NC(=O)c1cnc(Oc2ccc(C=O)cc2F)cn1, [Na+], NCCC1CCOCC1. Yields the product NC(=O)c1cnc(Oc2ccc(CNCCC3CCOCC3)cc2F)cn1. Reaction SMILES: [BH4-:29].[CH3:31][OH:32].[F:1][c:2]1[c:3]([O:4][c:5]2[n:6][cH:7][c:8]([C:11](=[O:12])[NH2:13])[n:9][cH:10]2)[cH:14][cH:15][c:16]([CH:18]=[O:19])[cH:17]1.[Na+:30].[O:20]1[CH2:21][CH2:22][CH:23]([CH2:26][CH2:27][NH2:28])[CH2:24][CH2:25]1>>[F:1][c:2]1[c:3]([O:4][c:5]2[n:6][cH:7][c:8]([C:11](=[O:12])[NH2:13])[n:9][cH:10]2)[cH:14][cH:15][c:16]([CH2:18][NH:28][CH2:27][CH2:26][CH:23]2[CH2:22][CH2:21][O:20][CH2:25][CH2:24]2)[cH:17]1. Reactants: Cc1cc(Cc2cnc(N[N+](=O)[O-])[nH]c2=O)cnc1C, Cc1[nH]cnc1CSCCN, CCO. The product is Cc1cc(Cc2cnc(NCCSCc3nc[nH]c3C)[nH]c2=O)cnc1C, O. RXN SMILES: [CH3:1][c:2]1[cH:3][c:4]([CH2:9][c:10]2[c:11](=[O:20])[nH:12][c:13]([NH:16][N+:17](=[O:18])[O-:19])[n:14][cH:15]2)[cH:5][n:6][c:7]1[CH3:8].[CH3:21][c:22]1[c:23]([CH2:27][S:28][CH2:29][CH2:30][NH2:31])[n:24][cH:25][nH:26]1.[CH3:32][CH2:33][OH:34]>>[CH3:1][c:2]1[cH:3][c:4]([CH2:9][c:10]2[c:11](=[O:20])[nH:12][c:13]([NH:16][CH2:30][CH2:29][S:28][CH2:27][c:23]3[c:22]([CH3:21])[nH:26][cH:25][n:24]3)[n:14][cH:15]2)[cH:5][n:6][c:7]1[CH3:8].[OH2:18]. Starting materials: BrC=1C(=C(C=C(C1)C(C)(C)C)[C@H](CC(=O)OCC)NC(CNC(C1=CC(=CC(=C1)NC=1NCC(CN1)O)O)=O)=O)O ((3S)-ethyl 3-(3-bromo-5-(tert-butyl)-2-hydroxyphenyl)-3-(2-(3-hydroxy-5-((5-hydroxy-1,4,5,6-tetrahydropyrimidin-2-yl)amino)benzamido)acetamido)propanoate), C(C)#N.O (acetonitrile water), O.[OH-].[Li+] (lithium hydroxide monohydrate). Reagents/catalysts: O (water). The solvent is C(C)#N (acetonitrile). Conditions: time 3 hour. The product is BrC=1C(=C(C=C(C1)C(C)(C)C)[C@H](CC(=O)O)NC(CNC(C1=CC(=CC(=C1)NC=1NCC(CN1)O)O)=O)=O)O ((3S)-3-(3-bromo-5-(tert-butyl)-2-hydroxyphenyl)-3-(2-(3-hydroxy-5-((5-hydroxy-1,4,5,6-tetrahydropyrimidin-2-yl)amino)benzamido)acetamido)propanoic acid). Yield: 58.6%. As a reaction SMILES: [Br:1][C:2]1[C:3]([OH:41])=[C:4]([C@@H:12]([NH:19][C:20](=[O:40])[CH2:21][NH:22][C:23](=[O:39])[C:24]2[CH:29]=[C:28]([NH:30][C:31]3[NH:32][CH2:33][CH:34]([OH:37])[CH2:35][N:36]=3)[CH:27]=[C:26]([OH:38])[CH:25]=2)[CH2:13][C:14]([O:16]CC)=[O:15])[CH:5]=[C:6]([C:8]([CH3:11])([CH3:10])[CH3:9])[CH:7]=1.C(#N)C.O.O.[OH-].[Li+]>O.C(#N)C>[Br:1][C:2]1[C:3]([OH:41])=[C:4]([C@@H:12]([NH:19][C:20](=[O:40])[CH2:21][NH:22][C:23](=[O:39])[C:24]2[CH:29]=[C:28]([NH:30][C:31]3[NH:36][CH2:35][CH:34]([OH:37])[CH2:33][N:32]=3)[CH:27]=[C:26]([OH:38])[CH:25]=2)[CH2:13][C:14]([OH:16])=[O:15])[CH:5]=[C:6]([C:8]([CH3:9])([CH3:10])[CH3:11])[CH:7]=1 |f:1.2,3.4.5|. Reported procedure: To a suspension of crude (3S)-ethyl 3-(3-bromo-5-(tert-butyl)-2-hydroxyphenyl)-3-(2-(3-hydroxy-5-((5-hydroxy-1,4,5,6-tetrahydropyrimidin-2-yl)amino)benzamido)acetamido)propanoate (1.389 g, 2.19 mmol) in a 1:1 mixture of acetonitrile/water (10.0 mL) was added lithium hydroxide monohydrate (0.735 g, 17.51 mmol) at room temperature and the reaction mixture was stirred at room temperature for 3 h to afford a pale yellow solution. Acetonitrile was evaporated on a rotary evaporator to give a pale yell... Starting materials: C(#N)CCC(C(=O)OC)(C(=O)OC)C1=NC=C(C=C1)[N+](=O)[O-] (dimethyl 2-(2-cyanoethyl)-2-(5-nitropyridin-2-yl)malonate), [Li+].[OH-] (LiOH). Run in CO (CH3OH), O (H2O). Procedure: To a solution of compound 76 (3.3 g, 10.7 mmol) in CH3OH (100 mL) was added a solution of LiOH (15.4 g, 64.2 mmol) in H2O (100 mL) at room temperature with stirring. The mixture was stirred at room temperature for 2 h. Methanol was removed in vacuo and the residual aqueous solution was washed with EtOAc (two times), then was acidified to pH=2 with 1N HCl. The aqueous phase was extracted with EtOAc. The combined organic extract was dried over Na2SO4, then was stirred at 50° C. for overnight. The ... The yield is 92.9%. Yields the product [N+](=O)([O-])C=1C=CC(=NC1)CCCC#N (4-(5-nitropyridin-2-yl)butanenitrile). RXN SMILES: [C:1]([CH2:3][CH2:4][C:5]([C:14]1[CH:19]=[CH:18][C:17]([N+:20]([O-:22])=[O:21])=[CH:16][N:15]=1)(C(OC)=O)C(OC)=O)#[N:2].[Li+].[OH-]>CO.O>[N+:20]([C:17]1[CH:18]=[CH:19][C:14]([CH2:5][CH2:4][CH2:3][C:1]#[N:2])=[N:15][CH:16]=1)([O-:22])=[O:21] |f:1.2|. Reactants: ClC=1C(=C(C=CC1)CC#N)F ((3-chloro-2-fluoro-phenyl)-acetonitrile), B (borane), CO (MeOH). Run in C1CCOC1 (THF). Run at time 30 minute. Product: ClC=1C(=C(C=CC1)CCN)F (2-(3-Chloro-2-fluoro-phenyl)-ethylamine). Isolated yield 85.1%. RXN SMILES: [Cl:1][C:2]1[C:3]([F:11])=[C:4]([CH2:8][C:9]#[N:10])[CH:5]=[CH:6][CH:7]=1.B.CO>C1COCC1>[Cl:1][C:2]1[C:3]([F:11])=[C:4]([CH2:8][CH2:9][NH2:10])[CH:5]=[CH:6][CH:7]=1. Procedure details: To a solution of (3-chloro-2-fluoro-phenyl)-acetonitrile (1.48 g, 8.8 mmol) in anhydrous THF (20 mL) was added a solution of borane (20 mL, 1M in THF) dropwise. The resulting reaction mixture was heated at reflux temperature for 2 hours. After cooling to room temperature, MeOH was added and the mixture was stirred at room temperature for additional 30 min. After removal of volatiles under reduced pressure, desired title product (1.30 g, 90%) was obtained as oil. MS: 174.0 (M+H)+. The reactants are O (water), CCOCC (ether), ClCC=CCCl (1,4-Dichloro-2-butene), diethyl sodio malonate, C(CC(=O)OCC)(=O)OCC (diethyl malonate). Solvent: C(C)O (ethanol). Product: C(C)OC(=O)C1(C(C1)C=C)C(=O)OCC (1,1-bis-ethoxycarbonyl-2-vinylcyclopropane). As a reaction SMILES: [C:1]([O:9][CH2:10][CH3:11])(=[O:8])[CH2:2][C:3]([O:5][CH2:6][CH3:7])=[O:4].Cl[CH2:13][CH:14]=[CH:15][CH2:16]Cl.O.CCOCC>C(O)C>[CH2:10]([O:9][C:1]([C:2]1([C:3]([O:5][CH2:6][CH3:7])=[O:4])[CH2:16][CH:15]1[CH:14]=[CH2:13])=[O:8])[CH3:11]. Procedure details: To a solution of 18.4 g (2 equivalents) in 300 ml of anhydrous ethanol is added rapidly 164 g (1 equivalent) of diethyl malonate. 1,4-Dichloro-2-butene (98% mixture of cis and trans, Aldrich) (50 g, 1 equivalent) is slowly added to the warm, stirred suspension of the diethyl sodio malonate during 15 minutes after which the mixture is refluxed for 3 hours. Upon cooling, the mixture is poured into 1.2 liters of water and an oil isolated by ether extraction. The ether extract is dried over magnesiu...